This data is from the Open Reaction Database (ORD), a public repository of structured organic reaction records. The task is: describe an organic reaction: reactants, conditions, products, and yield The reactants are FC1=C(C=CC(=C1)F)C=1N=C2C(=NC1C1=C(C=C(C=C1)F)F)NCCC2 (2,3-bis(2,4-difluorophenyl)-5,6,7,8-tetrahydropyrido[2,3-b]pyrazine), O=CCCCCCC(=O)OCC (ethyl 7-oxoheptanoate), CCCC(C)C (iso-hexane), C(C)(=O)O[BH-](OC(C)=O)OC(C)=O.[Na+] (Sodium triacetoxyborohydride). The solvent is ClCCCl (1,2-dichloroethane). Run at time 15 minute. Product: FC1=C(C=CC(=C1)F)C=1N=C2C(=NC1C1=C(C=C(C=C1)F)F)N(CCC2)CCCCCCC(=O)OCC (Ethyl 7-(2,3-bis(2,4-difluorophenyl)-7,8-dihydropyrido[2,3-b]pyrazin-5(6H)-yl)heptanoate). Reaction SMILES: [F:1][C:2]1[CH:7]=[C:6]([F:8])[CH:5]=[CH:4][C:3]=1[C:9]1[N:10]=[C:11]2[CH2:26][CH2:25][CH2:24][NH:23][C:12]2=[N:13][C:14]=1[C:15]1[CH:20]=[CH:19][C:18]([F:21])=[CH:17][C:16]=1[F:22].O=[CH:28][CH2:29][CH2:30][CH2:31][CH2:32][CH2:33][C:34]([O:36][CH2:37][CH3:38])=[O:35].C(O[BH-](OC(=O)C)OC(=O)C)(=O)C.[Na+].CCCC(C)C>ClCCCl>[F:1][C:2]1[CH:7]=[C:6]([F:8])[CH:5]=[CH:4][C:3]=1[C:9]1[N:10]=[C:11]2[CH2:26][CH2:25][CH2:24][N:23]([CH2:28][CH2:29][CH2:30][CH2:31][CH2:32][CH2:33][C:34]([O:36][CH2:37][CH3:38])=[O:35])[C:12]2=[N:13][C:14]=1[C:15]1[CH:20]=[CH:19][C:18]([F:21])=[CH:17][C:16]=1[F:22] |f:2.3|. Reported procedure: A mixture comprising 2,3-bis(2,4-difluorophenyl)-5,6,7,8-tetrahydropyrido[2,3-b]pyrazine (Intermediate CC) (310 mg, 0.863 mmol) in 1,2-dichloroethane (10 ml) was added to ethyl 7-oxoheptanoate (446 mg, 2.59 mmol) and stirred at RT for 15 mins. Sodium triacetoxyborohydride (914 mg, 4.31 mmol) was added and stirring continued at RT for 3 days. The mixture was heated to 60° C. for 3 h and allowed to cool to RT. The resulting mixture was applied to a pre-wet (iso-hexane) Isolute® cartridge (silica) ... The reactants are CC(C)(C)OC(=O)N1CC2CN(c3cncc(C(=O)O)n3)CC2C1, Cc1cc(C)cc(N)c1, CCN=C=NCCCN(C)C, CN(C)c1ccncc1, ClCCl, On1nnc2ccccc21. Yields the product Cc1cc(C)cc(NC(=O)c2cncc(N3CC4CN(C(=O)OC(C)(C)C)CC4C3)n2)c1. Reaction SMILES: [C:1]([CH3:2])([CH3:3])([CH3:4])[O:5][C:6](=[O:7])[N:8]1[CH2:9][CH:10]2[CH:11]([CH2:12]1)[CH2:13][N:14]([c:16]1[cH:17][n:18][cH:19][c:20]([C:22](=[O:23])[OH:24])[n:21]1)[CH2:15]2.[CH3:25][c:26]1[cH:27][c:28]([NH2:29])[cH:30][c:31]([CH3:33])[cH:32]1.[CH3:44][CH2:45][N:46]=[C:47]=[N:48][CH2:49][CH2:50][CH2:51][N:52]([CH3:53])[CH3:54].[CH3:58][N:59]([c:60]1[cH:61][cH:62][n:63][cH:64][cH:65]1)[CH3:66].[Cl:55][CH2:56][Cl:57].[OH:34][n:35]1[c:36]2[c:37]([cH:38][cH:39][cH:40][cH:41]2)[n:42][n:43]1>>[C:1]([CH3:2])([CH3:3])([CH3:4])[O:5][C:6](=[O:7])[N:8]1[CH2:9][CH:10]2[CH:11]([CH2:12]1)[CH2:13][N:14]([c:16]1[cH:17][n:18][cH:19][c:20]([C:22](=[O:23])[NH:29][c:28]3[cH:27][c:26]([CH3:25])[cH:32][c:31]([CH3:33])[cH:30]3)[n:21]1)[CH2:15]2. Reactants: OC1=CC(=CC2=C1C(CC1(CCCCC1)O2)=O)O (5,7-dihydroxyspiro[2H-1-benzopyran-2,1'-cyclohexan]-4(3H)-one), BrCCCC(=O)OCC (ethyl 4-bromobutyrate), C([O-])([O-])=O.[K+].[K+] (potassium carbonate). The solvent is C(C)#N (acetonitrile). Product: OC1=CC(=CC2=C1C(CC1(CCCCC1)O2)=O)OCCCC(=O)OCC (Ethyl 4-{(5-hydroxy-3,4-dihydro-4-oxospiro[2H-1-benzopyran-2,1'-cyclohexan]-7-yl) oxy}butyrate). The yield is 65.1%. RXN SMILES: [OH:1][C:2]1[C:7]2[C:8](=[O:17])[CH2:9][C:10]3([O:16][C:6]=2[CH:5]=[C:4]([OH:18])[CH:3]=1)[CH2:15][CH2:14][CH2:13][CH2:12][CH2:11]3.Br[CH2:20][CH2:21][CH2:22][C:23]([O:25][CH2:26][CH3:27])=[O:24].C(=O)([O-])[O-].[K+].[K+]>C(#N)C>[OH:1][C:2]1[C:7]2[C:8](=[O:17])[CH2:9][C:10]3([O:16][C:6]=2[CH:5]=[C:4]([O:18][CH2:20][CH2:21][CH2:22][C:23]([O:25][CH2:26][CH3:27])=[O:24])[CH:3]=1)[CH2:15][CH2:14][CH2:13][CH2:12][CH2:11]3 |f:2.3.4|. Procedure: According to the same procedure as in Preparation 46, a mixture of 5,7-dihydroxyspiro[2H-1-benzopyran-2,1'-cyclohexan]-4(3H)-one (prepared in Preparation 19) (0.248 g, 1.0 mmol), ethyl 4-bromobutyrate (0.215 g, 1.1 mmol), anhydrous potassium carbonate (0.207 g, 1.5 mmol), and acetonitrile (3 ml) is reacted and treated. The resulting extract is concentrated and the residue is purified by a silica gel column chromatography (eluent: acetone and dichlomethane, 1:50) to obtain the title compound as a... Conditions: temperature 80 celsius, time 18 hour. The reagents and catalysts are c1ccc(cc1)-c2c3ccccc3cc4ccccc24 (9-Phenylanthracene), [F-].[Cs+] (CsF), O (water), [Pd].C(P(C(C)(C)C)C(C)(C)C)(C)(C)C.C(P(C(C)(C)C)C(C)(C)C)(C)(C)C (Pd(P(tBu)3)2). The product is COC(=O)c1ccncc1c2conc2. The solvent is CC1=CC=CC=C1 (Toluene). Reaction SMILES: [CH3:1][O:2][C:3]([c:5]1[c:10](Br)[cH:9][n:8][cH:7][cH:6]1)=[O:4].CC1(C(C)(C)OB([c:11]2[cH:15][n:14][o:13][cH:12]2)O1)C>>[CH3:1][O:2][C:3]([c:5]1[c:10]([c:11]2[cH:15][n:14][o:13][cH:12]2)[cH:9][n:8][cH:7][cH:6]1)=[O:4]. Starting materials: B1(c2conc2)OC(C(O1)(C)C)(C)C, c1(c(cncc1)Br)C(OC)=O.